From a dataset of the Open Reaction Database (ORD), a public repository of structured organic reaction records. describe an organic reaction: reactants, conditions, products, and yield Starting materials: NCC1=NC(=C2N=CN(C2=N1)[C@@H]1O[C@@H]([C@H]([C@H]1O)O)COC)NCC(C1=CC=CC=C1)C1=CC=CC=C1 ((2R,3R,4S,5R)-2-{2-(aminomethyl)-6-[(2,2-diphenylethyl)amino}-9H-purin-9-yl}-5-(methoxymethyl)tetrahydro-3,4-furandiol), S1(CCC(CC1)=O)(=O)=O (tetrahydro-1λ6-thiopyran-1,1,4-trione), [Na] (sodium), C(C)(=O)O (acetic acid). Product: O[C@H]1[C@@H](O[C@@H]([C@H]1O)COC)N1C2=NC(=NC(=C2N=C1)NCC(C1=CC=CC=C1)C1=CC=CC=C1)CNC1CCS(CC1)(=O)=O (4-[({9-[(2R,3R,4S,5R)-3,4-Dihydroxy-5-(methoxymethyl)tetrahydro-2-furanyl]-6-[(2,2-diphenylethyl)amino]-9H-purin-2-yl}methyl)amino]tetrahydro-1λ6-thiopyran-1,1(2H)-dione). Isolated yield 42.8%. Reaction SMILES: [NH2:1][CH2:2][C:3]1[N:11]=[C:10]2[C:6]([N:7]=[CH:8][N:9]2[C@H:12]2[C@H:16]([OH:17])[C@H:15]([OH:18])[C@@H:14]([CH2:19][O:20][CH3:21])[O:13]2)=[C:5]([NH:22][CH2:23][CH:24]([C:31]2[CH:36]=[CH:35][CH:34]=[CH:33][CH:32]=2)[C:25]2[CH:30]=[CH:29][CH:28]=[CH:27][CH:26]=2)[N:4]=1.[S:37]1(=[O:45])(=[O:44])[CH2:42][CH2:41][C:40](=O)[CH2:39][CH2:38]1.[Na].C(O)(=O)C>>[OH:17][C@@H:16]1[C@H:15]([OH:18])[C@@H:14]([CH2:19][O:20][CH3:21])[O:13][C@H:12]1[N:9]1[CH:8]=[N:7][C:6]2[C:10]1=[N:11][C:3]([CH2:2][NH:1][CH:40]1[CH2:41][CH2:42][S:37](=[O:45])(=[O:44])[CH2:38][CH2:39]1)=[N:4][C:5]=2[NH:22][CH2:23][CH:24]([C:31]1[CH:36]=[CH:35][CH:34]=[CH:33][CH:32]=1)[C:25]1[CH:26]=[CH:27][CH:28]=[CH:29][CH:30]=1 |^1:45|. Procedure details: The title compound was prepared by a similar method to example 6 using (2R,3R,4S,5R)-2-{2-(aminomethyl)-6-[(2,2-diphenylethyl)amino}-9H-purin-9-yl}-5-(methoxymethyl)tetrahydro-3,4-furandiol (305 mg, 0.60 mmol) (example 1), tetrahydro-1λ6-thiopyran-1,1,4-trione (88 mg, 0.60 mmol), sodium triacetoxyborohydrde (200 mg, 0.90 mmol) and acetic acid (43 mg, 0.72 mmol). The product was purified by column chromatography on silica gel eluting with a solvent system of dichloromethane:methanol:ammonia (96:4... The reactants are ClCCl, O=C(O)C(F)(F)F, CC(NC(=O)OC(C)(C)C)c1nc2ncccc2n1-c1ccccn1. Product: CC(N)c1nc2ncccc2n1-c1ccccn1. As a reaction SMILES: [Cl:33][CH2:34][Cl:35].[F:26][C:27]([F:28])([F:29])[C:30]([OH:31])=[O:32].[n:1]1[c:2](-[n:7]2[c:8]([CH:16]([CH3:17])[NH:18][C:19](=[O:20])[O:21][C:22]([CH3:23])([CH3:24])[CH3:25])[n:9][c:10]3[n:11][cH:12][cH:13][cH:14][c:15]23)[cH:3][cH:4][cH:5][cH:6]1>>[n:1]1[c:2](-[n:7]2[c:8]([CH:16]([CH3:17])[NH2:18])[n:9][c:10]3[n:11][cH:12][cH:13][cH:14][c:15]23)[cH:3][cH:4][cH:5][cH:6]1. The reactants are C(C1=CC=CC=C1)(=O)Cl (benzoyl chloride), C(Cl)Cl (methylene chloride), CN(CCO)C (2-dimethylaminoethanol), [Na] (sodium). The solvent is O (water). Run at time 3.25 hour. Yields the product C(C1=CC=CC=C1)(=O)OCCN(C)C (2-(N,N-Dimethylamino)ethyl Benzoate). Yield: 61.6%. As a reaction SMILES: [C:1](Cl)(=[O:8])[C:2]1[CH:7]=[CH:6][CH:5]=[CH:4][CH:3]=1.C(Cl)Cl.[CH3:13][N:14]([CH3:18])[CH2:15][CH2:16][OH:17].[Na]>O>[C:1]([O:17][CH2:16][CH2:15][N:14]([CH3:18])[CH3:13])(=[O:8])[C:2]1[CH:7]=[CH:6][CH:5]=[CH:4][CH:3]=1 |^1:18|. Procedure details: A solution of 70.29 grams (0.50 mol) of benzoyl chloride in 500 milliters of methylene chloride was added to a solution of 44.57 grams (0.50 mol) of 2-dimethylaminoethanol, 20.0 grams (0.50 mol) of sodium hydroxideand 500 milliters of water over 15 minutes with rapid stirring. Stirring was continued for 3.25 hours after which the organic layer was separated, washed with water, dried over MgSO4 and concentrated. Distillation of the residue gave 59.5 grams of product; bp=102°-108° C./0.50 min. The product is CC(C)(NC(=O)Cn1nc(-c2ccc(Cl)cc2)n(CC(=O)O)c1=O)c1cccc(C(F)(F)F)c1. The reactants are CO, CCOC(=O)Cn1c(-c2ccc(Cl)cc2)nn(CC(=O)NC(C)(C)c2cccc(C(F)(F)F)c2)c1=O, [Li+], [OH-]. RXN SMILES: [CH3:39][OH:40].[Cl:1][c:2]1[cH:3][cH:4][c:5](-[c:8]2[n:9][n:10]([CH2:20][C:21](=[O:22])[NH:23][C:24]([CH3:25])([c:26]3[cH:27][c:28]([C:32]([F:33])([F:34])[F:35])[cH:29][cH:30][cH:31]3)[CH3:36])[c:11](=[O:19])[n:12]2[CH2:13][C:14](=[O:15])[O:16][CH2:17][CH3:18])[cH:6][cH:7]1.[Li+:37].[OH-:38]>>[Cl:1][c:2]1[cH:3][cH:4][c:5](-[c:8]2[n:9][n:10]([CH2:20][C:21](=[O:22])[NH:23][C:24]([CH3:25])([c:26]3[cH:27][c:28]([C:32]([F:33])([F:34])[F:35])[cH:29][cH:30][cH:31]3)[CH3:36])[c:11](=[O:19])[n:12]2[CH2:13][C:14](=[O:15])[OH:16])[cH:6][cH:7]1.